This data is from the Open Reaction Database (ORD), a public repository of structured organic reaction records. The task is: describe an organic reaction: reactants, conditions, products, and yield Starting materials: CC1=NC2=CC=CC=C2C(=C1)COC1=CC=C(C=C1)S(=O)(=O)N[C@@H]1[C@@H](CN(C1)CC#C)C(=O)OC(C)(C)C (tert-butyl cis-4-[({4-[(2-methylquinolin-4-yl)methoxy]phenyl}sulfonyl)amino]-1-prop-2-yn-1-ylpyrrolidine-3-carboxylate), FC(C(=O)O)(F)F (trifluoroacetic acid), NO (hydroxylamine). Product: ONC(=O)[C@@H]1CN(C[C@@H]1NS(=O)(=O)C1=CC=C(C=C1)OCC1=CC(=NC2=CC=CC=C12)C)CC#C (cis-N-hydroxy-4-[({4-[(2-methylquinolin-4-yl)methoxy]phenyl}sulfonyl)amino]-1-prop-2-yn-1-ylpyrrolidine-3-carboxamide). Yield: 54.0%. As a reaction SMILES: [CH3:1][C:2]1[CH:11]=[C:10]([CH2:12][O:13][C:14]2[CH:19]=[CH:18][C:17]([S:20]([NH:23][C@H:24]3[CH2:28][N:27]([CH2:29][C:30]#[CH:31])[CH2:26][C@H:25]3[C:32](OC(C)(C)C)=[O:33])(=[O:22])=[O:21])=[CH:16][CH:15]=2)[C:9]2[C:4](=[CH:5][CH:6]=[CH:7][CH:8]=2)[N:3]=1.FC(F)(F)C(O)=O.[NH2:46][OH:47]>>[OH:47][NH:46][C:32]([C@H:25]1[C@@H:24]([NH:23][S:20]([C:17]2[CH:16]=[CH:15][C:14]([O:13][CH2:12][C:10]3[C:9]4[C:4](=[CH:5][CH:6]=[CH:7][CH:8]=4)[N:3]=[C:2]([CH3:1])[CH:11]=3)=[CH:19][CH:18]=2)(=[O:22])=[O:21])[CH2:28][N:27]([CH2:29][C:30]#[CH:31])[CH2:26]1)=[O:33]. Procedure details: According to the procedure of Example 17, Steps 4 and 5, 117 mg of tert-butyl cis-4-[({4-[(2-methylquinolin-4-yl)methoxy]phenyl}sulfonyl)amino]-1-prop-2-yn-1-ylpyrrolidine-3-carboxylate, was treated with trifluoroacetic acid, followed by the reaction with hydroxylamine to give 56 mg of cis-N-hydroxy-4-[({4-[(2-methylquinolin-4-yl)methoxy]phenyl}sulfonyl)amino]-1-prop-2-yn-1-ylpyrrolidine-3-carboxamide in 54% yield. MS: 495 2(M+H)+ Reactants: C1(=CC=CC=C1)S(=O)(=O)Cl (Benzenesulfonyl chloride), [OH-].[Na+] (sodium hydroxide), C1(=CC=CC=C1)S(=O)(=O)Cl (benzenesulfonyl chloride), OC=1C(=CC2=C(C(C(=CO2)C2=CC=C(C=C2)N)=O)C1)O (6,7-Dihydroxy-3-(4-aminophenyl)-4H-1-benzopyran-4-one), [OH-].[Na+] (sodium hydroxide), Cl (hydrochloric acid). The solvent is CN(C=O)C (dimethylformamide), O (water). Product: OC=1C(=CC2=C(C(C(=CO2)C2=CC=C(C=C2)NS(=O)(=O)C2=CC=CC=C2)=O)C1)O (6,7-dihydroxy-3-(4-phenylsulfonylaminophenyl)-4H-1-benzopyran-4-one). Reaction SMILES: [OH:1][C:2]1[C:3]([OH:20])=[CH:4][C:5]2[O:10][CH:9]=[C:8]([C:11]3[CH:16]=[CH:15][C:14]([NH2:17])=[CH:13][CH:12]=3)[C:7](=[O:18])[C:6]=2[CH:19]=1.[C:21]1([S:27](Cl)(=[O:29])=[O:28])[CH:26]=[CH:25][CH:24]=[CH:23][CH:22]=1.[OH-].[Na+].Cl>CN(C)C=O.O>[OH:1][C:2]1[C:3]([OH:20])=[CH:4][C:5]2[O:10][CH:9]=[C:8]([C:11]3[CH:12]=[CH:13][C:14]([NH:17][S:27]([C:21]4[CH:26]=[CH:25][CH:24]=[CH:23][CH:22]=4)(=[O:29])=[O:28])=[CH:15][CH:16]=3)[C:7](=[O:18])[C:6]=2[CH:19]=1 |f:2.3|. Reported procedure: 6,7-Dihydroxy-3-(4-aminophenyl)-4H-1-benzopyran-4-one [see Example 51a] (538 mg) is dissolved in a mixture of dimethylformamide and water 15:85 (5 ml) and the solution is heated to 90° in the presence of benzenesulfonyl chloride (210 mg). After 15 minutes the pH has dropped to 3 and it is adjusted to 9 by addition of a 25% sodium hydroxide solution. Benzenesulfonyl chloride (additional 143 mg) and 25% sodium hydroxide solution (total amount used: 1 ml) are added in the same way until the pH does... The reactants are N(N)C1=NCCC2=CC=CC=C12 (1-hydrazino-3,4-dihydroisoquinoline), CC(C=O)=CC1=CC=CC=C1 (α-methylcinnamaldehyde), Cl (hydrochloric acid). The product is N,N-dimethylformamide-ether, CC(C=NNC1=NCCC2=CC=CC=C12)=CC1=CC=CC=C1 (1-[2-(2-methyl-3-phenylallylidene)hydrazino]-3,4-dihydroisoquinoline). RXN SMILES: [NH:1]([C:3]1[C:12]2[C:7](=[CH:8][CH:9]=[CH:10][CH:11]=2)[CH2:6][CH2:5][N:4]=1)[NH2:2].[CH3:13][C:14](=[CH:17][C:18]1[CH:23]=[CH:22][CH:21]=[CH:20][CH:19]=1)[CH:15]=O.Cl>>[CH3:13][C:14](=[CH:17][C:18]1[CH:23]=[CH:22][CH:21]=[CH:20][CH:19]=1)[CH:15]=[N:2][NH:1][C:3]1[C:12]2[C:7](=[CH:8][CH:9]=[CH:10][CH:11]=2)[CH2:6][CH2:5][N:4]=1. Procedure details: In a manner similar to that of Example 4, condensation of 1-hydrazino-3,4-dihydroisoquinoline (7.3 g.) and α-methylcinnamaldehyde (6.56 g.) and treatment of the reaction mixture with hydrochloric acid gave a solid, which was recrystallized first from ethanol-ether, then twice from N,N-dimethylformamide-ether, affording 1-[2-(2-methyl-3-phenylallylidene)hydrazino]-3,4-dihydroisoquinoline (I: X=C6H5CH=C(CH3), X'=Y=Y'=Z=Z'=H) hydrochloride in two crops (5.6 g. and 4.2 g., m.p. 217°-219° C.). Starting materials: CCC(CC)O[C@@H]1C=C(C[C@@H]([C@H]1NC(=O)C)N)C(=O)OCC.P([O-])([O-])=O (oseltamivir phosphonate), O (water), C(=O)([O-])[O-].[Na+].[Na+] (Na2CO3). Run in C(Cl)Cl (DCM). Conditions: time 45 minute. The product is CCC(CC)O[C@@H]1C=C(C[C@@H]([C@H]1NC(=O)C)N)C(=O)OCC (oseltamivir). Reaction SMILES: [CH3:1][CH2:2][CH:3]([O:6][C@H:7]1[C@H:12]([NH:13][C:14]([CH3:16])=[O:15])[C@@H:11]([NH2:17])[CH2:10][C:9]([C:18]([O:20][CH2:21][CH3:22])=[O:19])=[CH:8]1)[CH2:4][CH3:5].P(=O)([O-])[O-].O.C([O-])([O-])=O.[Na+].[Na+]>C(Cl)Cl>[CH3:5][CH2:4][CH:3]([O:6][C@H:7]1[C@H:12]([NH:13][C:14]([CH3:16])=[O:15])[C@@H:11]([NH2:17])[CH2:10][C:9]([C:18]([O:20][CH2:21][CH3:22])=[O:19])=[CH:8]1)[CH2:2][CH3:1] |f:0.1,3.4.5|. Procedure details: A stirred solution of oseltamivir phosphonate 100 mg, in 50 mL DCM was treated with 50 mL water, Na2CO3 (60 mg). The white solution was stirred over a period of 45 minutes at room temperature. The combined aqueous and organic layers were extracted with dichloro methane (100 mL) and the organic phase was dried over Na2SO4 and the combined organic phase was evaporated in a rotary evaporator to yield the product oseltamivir as a liquid. This oseltamivir was used without further purification in the ...